From a dataset of the Open Reaction Database (ORD), a public repository of structured organic reaction records. describe an organic reaction: reactants, conditions, products, and yield The reactants are O=C1CCC(=O)N1Br, CC(C)N(C)c1cnc2c(n1)OCCN(Cc1ccccc1)C2, CC#N, O. Product: CC(C)N(C)c1nc2c(nc1Br)CN(Cc1ccccc1)CCO2. RXN SMILES: [Br:24][N:25]1[C:26](=[O:27])[CH2:28][CH2:29][C:30]1=[O:31].[CH2:1]([c:2]1[cH:3][cH:4][cH:5][cH:6][cH:7]1)[N:8]1[CH2:9][CH2:10][O:11][c:12]2[c:13]([n:15][cH:16][c:17]([N:19]([CH:20]([CH3:21])[CH3:22])[CH3:23])[n:18]2)[CH2:14]1.[CH3:32][C:33]#[N:34].[OH2:35]>>[CH2:1]([c:2]1[cH:3][cH:4][cH:5][cH:6][cH:7]1)[N:8]1[CH2:9][CH2:10][O:11][c:12]2[c:13]([n:15][c:16]([Br:24])[c:17]([N:19]([CH:20]([CH3:21])[CH3:22])[CH3:23])[n:18]2)[CH2:14]1. Reaction conditions: time 15 minute. The solvent is CC#N (MeCN), CCOC(=O)C (EtOAc), C(C)#N (acetonitrile). Starting materials: BrC=1NC2=C(N1)C=C(C(=C2)Cl)Cl (2-bromo-5,6-dichlorobenzimidazole), 1b, C(C)(=O)OC1[C@H](OC(C)=O)[C@H](OC(C)=O)[C@H](O1)C (5-deoxy-1,2,3-tri-O-acetyl-D-ribofuranose), [Si](C)(C)(C)OS(=O)(=O)C(F)(F)F (TMSOTf). Procedure: To a stirred suspension of 2-bromo-5,6-dichlorobenzimidazole (which may be made according to U.S. Pat. No. 5,248,672) (1b, 1.33 g, 5 mmol) in dry MeCN (25 ml) was added 1.8 ml (7.5 mmol) of BSA. The reaction mixture was stirred at room temperature for 15 min to give a clear solution. This solution was treated with a solution of 5-deoxy-1,2,3-tri-O-acetyl-D-ribofuranose (1.4 g, 5.5 mmol) in dry acetonitrile (5 mL) and 1.3 mL (6.5 mmol) of TMSOTf at room temperature for 30 min. A fresh solution of... As a reaction SMILES: [Br:1][C:2]1[NH:3][C:4]2[CH:10]=[C:9]([Cl:11])[C:8]([Cl:12])=[CH:7][C:5]=2[N:6]=1.C(O[CH:17]1[O:29][C@H:28]([CH3:30])[C@@H:23]([O:24][C:25](=[O:27])[CH3:26])[C@H:18]1[O:19][C:20](=[O:22])[CH3:21])(=O)C.[Si](OS(C(F)(F)F)(=O)=O)(C)(C)C>CC#N.CCOC(C)=O>[Br:1][C:2]1[N:3]([C@@H:17]2[O:29][C@H:28]([CH3:30])[C@@H:23]([O:24][C:25](=[O:27])[CH3:26])[C@H:18]2[O:19][C:20](=[O:22])[CH3:21])[C:4]2[CH:10]=[C:9]([Cl:11])[C:8]([Cl:12])=[CH:7][C:5]=2[N:6]=1. Yields the product BrC1=NC2=C(N1[C@H]1[C@H](OC(C)=O)[C@H](OC(C)=O)[C@H](O1)C)C=C(C(=C2)Cl)Cl (2-Bromo-5,6-dichloro-1-(5-deoxy-2,3-di-O-acetyl-β-D-ribofuranosyl)benzimidazole). Isolated yield 53.0%. The reactants are CCO, Cc1cc(Cl)ncc1[N+](=O)[O-], [H][H]. Yields the product Cc1cc(Cl)ncc1N. As a reaction SMILES: [CH3:14][CH2:15][OH:16].[Cl:1][c:2]1[n:3][cH:4][c:5]([N+:9]([O-:10])=[O:11])[c:6]([CH3:8])[cH:7]1.[H:12][H:13]>>[Cl:1][c:2]1[n:3][cH:4][c:5]([NH2:9])[c:6]([CH3:8])[cH:7]1. Reported procedure: Thus obtained 1-chloromethyl-3-methyl-4-phenylthiobenzene was dissolved in 56 ml of N,N-dimethylformamide, and 18.16 g of finely ground sodium cyanide was added, and the mixture was stirred overnight at room temperature. After adding 300 ml of saturated brine and 300 ml of ice water to the reaction mixture, it was extracted with ethyl acetate (300 ml×3). The extract was washed with saturated brine (200 ml×3), and dried with anhydrous sodium sulfate, concentrated in vacuo, and 1-cyanomethyl-3-met... The solvent is [Cl-].[Na+].O (brine), CN(C=O)C (N,N-dimethylformamide). Reactants: ice water, [C-]#N.[Na+] (sodium cyanide), ClCC1=CC(=C(C=C1)SC1=CC=CC=C1)C (1-chloromethyl-3-methyl-4-phenylthiobenzene). The product is C(#N)CC1=CC(=C(C=C1)SC1=CC=CC=C1)C (1-cyanomethyl-3-methyl-4-phenylthiobenzene). Reaction conditions: time 8 hour. As a reaction SMILES: Cl[CH2:2][C:3]1[CH:8]=[CH:7][C:6]([S:9][C:10]2[CH:15]=[CH:14][CH:13]=[CH:12][CH:11]=2)=[C:5]([CH3:16])[CH:4]=1.[C-:17]#[N:18].[Na+]>CN(C)C=O.[Cl-].[Na+].O>[C:17]([CH2:2][C:3]1[CH:8]=[CH:7][C:6]([S:9][C:10]2[CH:15]=[CH:14][CH:13]=[CH:12][CH:11]=2)=[C:5]([CH3:16])[CH:4]=1)#[N:18] |f:1.2,4.5.6|. The reactants are [Cl-], Cl, Fc1ccc(Cc2ccccc2)cc1, OCCCc1c[nH]cn1. Yields the product Fc1ccc(C(OCCCc2c[nH]cn2)c2ccccc2)cc1. As a reaction SMILES: [Cl-:11].[ClH:10].[F:12][c:13]1[cH:14][cH:15][c:16]([CH2:19][c:20]2[cH:21][cH:22][cH:23][cH:24][cH:25]2)[cH:17][cH:18]1.[nH:1]1[cH:2][n:3][c:4]([CH2:6][CH2:7][CH2:8][OH:9])[cH:5]1>>[nH:1]1[cH:2][n:3][c:4]([CH2:6][CH2:7][CH2:8][O:9][CH:19]([c:16]2[cH:15][cH:14][c:13]([F:12])[cH:18][cH:17]2)[c:20]2[cH:21][cH:22][cH:23][cH:24][cH:25]2)[cH:5]1. Starting materials: ClC=1C=C(C(=NC1)F)C1=NC(=NC(=N1)C)N(CC1=CC=C(C=C1)OC)CC1=CC=C(C=C1)OC (4-(5-chloro-2-fluoropyridin-3-yl)-N,N-bis(4-methoxybenzyl)-6-methyl-1,3,5-triazin-2-amine), FC=1C=C(C=NC1)N (5-fluoropyridin-3-amine). Product: ClC=1C=C(C(=NC1)NC=1C=NC=C(C1)F)C1=NC(=NC(=N1)C)N (4-(5-Chloro-2-(5-Fluoropyridin-3-Ylamino)Pyridin-3-yl)-6-Methyl-1,3,5-Triazin-2-Amine), solid. Isolated yield 10.0%. Reaction SMILES: [Cl:1][C:2]1[CH:3]=[C:4]([C:9]2[N:14]=[C:13]([CH3:15])[N:12]=[C:11]([N:16](CC3C=CC(OC)=CC=3)CC3C=CC(OC)=CC=3)[N:10]=2)[C:5](F)=[N:6][CH:7]=1.[F:35][C:36]1[CH:37]=[C:38]([NH2:42])[CH:39]=[N:40][CH:41]=1>>[Cl:1][C:2]1[CH:3]=[C:4]([C:9]2[N:14]=[C:13]([CH3:15])[N:12]=[C:11]([NH2:16])[N:10]=2)[C:5]([NH:42][C:38]2[CH:39]=[N:40][CH:41]=[C:36]([F:35])[CH:37]=2)=[N:6][CH:7]=1. Procedure: The title compound was prepared in an analogous manner to that described in Example 246 using 4-(5-chloro-2-fluoropyridin-3-yl)-N,N-bis(4-methoxybenzyl)-6-methyl-1,3,5-triazin-2-amine and 5-fluoropyridin-3-amine (Matrix Scientific), and was isolated as an orange amorphous solid (10%). m/z (ESI, +ve ion) 332.0 (M+H)+. 1H NMR (400 MHz, d6-DMSO) δ 12.27 (1H, s); 8.77-8.84 (2H, m); 8.44-8.51 (2H, m); 8.21 (1H, d, J=2.5 Hz); 8.05 (1H, br. s.); 7.91 (1H, br. s.); 2.47 (3H, s).